This data is from the Open Reaction Database (ORD), a public repository of structured organic reaction records. The task is: describe an organic reaction: reactants, conditions, products, and yield Reactants: CC#N, O=Cc1c(C2CC2)nc2ccccc2c1-c1ccc(F)cc1, CCOC=O, [H-], [Na+], O. Product: N#CC=Cc1c(C2CC2)nc2ccccc2c1-c1ccc(F)cc1. As a reaction SMILES: [CH3:23][C:24]#[N:25].[CH:1]1([c:4]2[n:5][c:6]3[cH:7][cH:8][cH:9][cH:10][c:11]3[c:12](-[c:16]3[cH:17][cH:18][c:19]([F:22])[cH:20][cH:21]3)[c:13]2[CH:14]=[O:15])[CH2:2][CH2:3]1.[CH:28]([O:29][CH2:30][CH3:31])=[O:32].[H-:26].[Na+:27].[OH2:33]>>[CH:1]1([c:4]2[n:5][c:6]3[cH:7][cH:8][cH:9][cH:10][c:11]3[c:12](-[c:16]3[cH:17][cH:18][c:19]([F:22])[cH:20][cH:21]3)[c:13]2[CH:14]=[CH:23][C:24]#[N:25])[CH2:2][CH2:3]1. Reactants: COC(=O)C1=C(C)NC(C)=C(C(=O)OCCCl)C1c1cccc([N+](=O)[O-])c1, CNC(C)CC(c1ccccc1)c1ccccc1, Cc1ccccc1, CCOCC. Product: CNC(C)CC(c1ccccc1)c1ccccc1, Cl. As a reaction SMILES: [CH3:1][C:2]1=[C:22]([C:23]([O:24][CH3:25])=[O:27])[CH:12]([c:13]2[cH:14][cH:15][cH:16][c:17]([N+:18]([O-:19])=[O:20])[cH:21]2)[C:6]([C:7]([O:8][CH2:9][CH2:10][Cl:26])=[O:11])=[C:4]([CH3:5])[NH:3]1.[CH3:28][CH:29]([CH2:30][CH:31]([c:32]1[cH:33][cH:34][cH:35][cH:36][cH:37]1)[c:38]1[cH:39][cH:40][cH:41][cH:42][cH:43]1)[NH:44][CH3:45].[CH3:46][c:47]1[cH:48][cH:49][cH:50][cH:51][cH:52]1.[CH3:53][CH2:54][O:55][CH2:56][CH3:57]>>[CH3:28][CH:29]([CH2:30][CH:31]([c:32]1[cH:33][cH:34][cH:35][cH:36][cH:37]1)[c:38]1[cH:39][cH:40][cH:41][cH:42][cH:43]1)[NH:44][CH3:45].[ClH:26].